This data is from the Open Reaction Database (ORD), a public repository of structured organic reaction records. The task is: describe an organic reaction: reactants, conditions, products, and yield Reactants: C(C)(C)OC(C([C@H](CC1CCCCC1)NC([C@@H](NC(=O)OCC1=CC=C(C=C1)OC)CC1=CNC=N1)=O)O)=O ((2RS, 3S)-3-[N-(4-methoxybenzyloxycarbonyl)-L-histidyl]amino-4-cyclohexyl-2-hydroxybutyric acid isopropyl ester), Cl (hydrochloric acid). Reagents/catalysts: [Pd] (palladium charcoal). The solvent is CO (methanol). Product: Cl.Cl.C(C)(C)OC(C([C@H](CC1CCCCC1)NC([C@@H](N)CC1=CNC=N1)=O)O)=O ((2RS, 3S)-3-(L-histidyl)amino-4-cyclohexyl-2-hydroxybutyric acid isopropyl ester dihydrochloride). Reaction SMILES: [CH:1]([O:4][C:5](=[O:39])[CH:6]([OH:38])[C@@H:7]([NH:15][C:16](=[O:37])[C@H:17]([CH2:31][C:32]1[N:36]=[CH:35][NH:34][CH:33]=1)[NH:18]C(OCC1C=CC(OC)=CC=1)=O)[CH2:8][CH:9]1[CH2:14][CH2:13][CH2:12][CH2:11][CH2:10]1)([CH3:3])[CH3:2].[ClH:40]>CO.[Pd]>[ClH:40].[ClH:40].[CH:1]([O:4][C:5](=[O:39])[CH:6]([OH:38])[C@@H:7]([NH:15][C:16](=[O:37])[C@H:17]([CH2:31][C:32]1[N:36]=[CH:35][NH:34][CH:33]=1)[NH2:18])[CH2:8][CH:9]1[CH2:14][CH2:13][CH2:12][CH2:11][CH2:10]1)([CH3:3])[CH3:2] |f:4.5.6|. Procedure details: In 15 ml of N,N-dimethylformamide was suspended 1.37 g of the hydrazide compound, and to the suspension were successively added a solution of a 5.95N-dry hydrogen chloride in 2.29 ml of N,N-dimethylformamide and 0.66 ml of isoamyl nitrate with stirring at -20° C. After disappearance of the hydrazide compound, the reaction mixture was cooled to -30° C., and then neutralized by an addition of 1.89 ml of triethylamine to prepare a cold solution of N-(4-methoxybenzyloxycarbonyl)-L-histidine azide. T... The reactants are BrBr, CC(=O)O, Nc1ccc2c(c1)ncn2Cc1ccccc1. Product: Nc1ccc2c(ncn2Cc2ccccc2)c1Br. Reaction SMILES: [Br:18][Br:19].[C:20]([OH:21])(=[O:22])[CH3:23].[CH2:1]([c:2]1[cH:3][cH:4][cH:5][cH:6][cH:7]1)[n:8]1[cH:9][n:10][c:11]2[c:12]1[cH:13][cH:14][c:15]([NH2:17])[cH:16]2>>[CH2:1]([c:2]1[cH:3][cH:4][cH:5][cH:6][cH:7]1)[n:8]1[cH:9][n:10][c:11]2[c:12]1[cH:13][cH:14][c:15]([NH2:17])[c:16]2[Br:18]. Starting materials: C1(=CC=CC=C1)C1C=C2N(C=CC=C2S1)Cl (2-phenylthieno[3,2-b]pyridin-4-yl chloride), [OH-].[Na+] (sodium hydroxide), C1(=CC=CC=C1)C1C=C2N(C=CC=C2S1)Cl (2-phenylthieno[3,2-b]pyridin-4-yl chloride), C1(=CC=C(C=C1)S(=O)(=O)O)C (p-toluenesulfonic acid), [C-]#N.[K+] (potassium cyanide), CN(C)C=O (DMF). Solvent: O (water), C(C)O (ethanol). Conditions: temperature 160 celsius. Yields the product C1(=CC=CC=C1)C1C=C2N(C=CC=C2S1)C(=O)O (2-phenylthieno[3,2-b]pyridin-4-yl carboxylic acid). Reaction SMILES: [C:1]1([CH:7]2[S:15][C:14]3[C:9]([N:10](Cl)[CH:11]=[CH:12][CH:13]=3)=[CH:8]2)[CH:6]=[CH:5][CH:4]=[CH:3][CH:2]=1.C1(C)C=CC(S(O)(=O)=O)=CC=1.[C-]#N.[K+].[OH-:31].[Na+].CN([CH:36]=[O:37])C>C(O)C.O>[C:1]1([CH:7]2[S:15][C:14]3[C:9]([N:10]([C:36]([OH:37])=[O:31])[CH:11]=[CH:12][CH:13]=3)=[CH:8]2)[CH:6]=[CH:5][CH:4]=[CH:3][CH:2]=1 |f:2.3,4.5|. Procedure: Prepare 2-phenylthieno[3,2-b]pyridin-4-yl chloride by the method described in PCT application WO 9943682. A mixture containing 400 mg of 2-phenylthieno[3,2-b]pyridin-4-yl chloride, 400 mg of p-toluenesulfonic acid and 200 mg of potassium cyanide in anhydrous DMF is heated at 160° C. in an oil bath for 16 h under nitrogen. The mixture is cooled to ambient temperature, poured into a mixture of ice and water. The resulting mixture is extracted with ethyl acetate and the ethyl acetate layer is washe... Reactants: O1C(CCCC1)N1N=C(C=C1C1=CC=C(C=C1)C)C(=O)NC1=NN(C(=C1)C1=CC=C(C=C1)C)C1OCCCC1 (1-(Tetrahydro-2H-pyran-2-yl)-N-(1-(tetrahydro-2H-pyran-2-yl)-5-p-tolyl-1H-pyrazol-3-yl)-5-p-tolyl-1H-pyrazole-3-carboxamide), CO (MeOH), Cl (hydrochloric acid). The solvent is C1CCOC1 (THF). Reaction conditions: temperature 0 celsius. The product is C1(=CC=C(C=C1)C1=CC(=NN1)NCC1=NNC(=C1)C1=CC=C(C=C1)C)C (5-p-tolyl-N-((5-p-tolyl-1H-pyrazol-3-yl)methyl)-1H-pyrazol-3-amine). RXN SMILES: O1CCCCC1[N:7]1[C:11]([C:12]2[CH:17]=[CH:16][C:15]([CH3:18])=[CH:14][CH:13]=2)=[CH:10][C:9]([C:19]([NH:21][C:22]2[CH:26]=[C:25]([C:27]3[CH:32]=[CH:31][C:30]([CH3:33])=[CH:29][CH:28]=3)[N:24](C3CCCCO3)[N:23]=2)=O)=[N:8]1.CO.Cl>C1COCC1>[C:30]1([CH3:33])[CH:31]=[CH:32][C:27]([C:25]2[NH:24][N:23]=[C:22]([NH:21][CH2:19][C:9]3[CH:10]=[C:11]([C:12]4[CH:17]=[CH:16][C:15]([CH3:18])=[CH:14][CH:13]=4)[NH:7][N:8]=3)[CH:26]=2)=[CH:28][CH:29]=1. Reported procedure: 1-(Tetrahydro-2H-pyran-2-yl)-N-(1-(tetrahydro-2H-pyran-2-yl)-5-p-tolyl-1H-pyrazol-3-yl)-5-p-tolyl-1H-pyrazole-3-carboxamide (142 mg, 0.27 mmol) was suspended in anhydrous THF (10 mL) and borane dimethylsulfide complex (177 μL, 1.86 mmol) was added dropwise. The reaction mixture was stirred under reflux for 16 hrs. The reaction mixture was then cooled down to 0° C. and MeOH (500 μL) was added. The mixture was then stirred for 10 min. Concentrated hydrochloric acid (12 N) was added, until a pH<2 w... Reactants: N#Cc1cccc(C(=O)CC(=O)Nc2cc(-n3ccc(CO)c3)ccc2[N+](=O)[O-])c1, C1CCOC1, O. Yields the product N#Cc1cccc(C2=Nc3ccc(-n4ccc(CO)c4)cc3NC(=O)C2)c1. Reaction SMILES: [C:1](#[N:2])[c:3]1[cH:4][c:5]([C:9]([CH2:10][C:11](=[O:12])[NH:13][c:14]2[c:15]([N+:27]([O-:29])=[O:30])[cH:16][cH:17][c:18](-[n:20]3[cH:21][c:22]([CH2:25][OH:26])[cH:23][cH:24]3)[cH:19]2)=[O:28])[cH:6][cH:7][cH:8]1.[CH2:31]1[O:32][CH2:33][CH2:34][CH2:35]1.[OH2:36]>>[C:1](#[N:2])[c:3]1[cH:4][c:5]([C:9]2=[N:27][c:15]3[c:14]([cH:19][c:18](-[n:20]4[cH:21][c:22]([CH2:25][OH:26])[cH:23][cH:24]4)[cH:17][cH:16]3)[NH:13][C:11](=[O:12])[CH2:10]2)[cH:6][cH:7][cH:8]1. The reactants are crude product, ice water, [N+](=O)([O-])C1=CC=C(C=C1)C(C(=O)O)=O (4-nitrophenylglyoxylic acid). Run in O1CCCC1 (tetrahydrofuran), O1CCCC1 (tetrahydrofuran). Run at time 8 hour. Yields the product [N+](=O)([O-])C1=CC=C(C=C1)C(CO)O (1-(4-nitrophenyl)-1,2-ethanediol). Yield: 119.3%. Reaction SMILES: [N+:1]([C:4]1[CH:9]=[CH:8][C:7]([C:10](=[O:14])[C:11](O)=[O:12])=[CH:6][CH:5]=1)([O-:3])=[O:2]>O1CCCC1>[N+:1]([C:4]1[CH:5]=[CH:6][C:7]([CH:10]([OH:14])[CH2:11][OH:12])=[CH:8][CH:9]=1)([O-:3])=[O:2]. Procedure: 7 ml of a 1.0M tetrahydrofuran solution of diborane-tetrahydrofuran complex were added, at 0° C. under a stream of nitrogen, to a solution of 0.5 g of crude 4-nitrophenylglyoxylic acid in tetrahydrofuran, and the resulting mixture was stirred overnight at room temperature. The reaction mixture was poured into ice-water and extracted with ethyl acetate. The extract was washed with a saturated aqueous solution of sodium chloride and dried over anhydrous magnesium sulfate. The solvent was distilled... Yields the product C[Si](CCOCN1C=NC2=NC=NC(=C12)NC(C(C)C)=O)(C)C (N-(7-((2-(trimethylsilyl)ethoxy)methyl)-7H-purin-6-yl)isobutyramide). Reported procedure: To a stirred solution of 2-methyl-N-(7H-purin-6-yl)propanamide (1.5 g, 24.36 mmol) in dimethylformamide (20 mL), sodium hydride (0.88 g, 36.55 mmol) was added portion wise in 10 minutes at 0° C. The above suspension was stirred for 10 minutes at 0° C. followed by addition of 2-(trimethylsilyl)ethoxymethyl chloride (4.87 g, 29.24 mmol) slowly at 0° C. under nitrogen atmosphere. The reaction was stirred at room temperature for 16 h. After completion of the reaction, the mixture was quenched with s... Solvent: CN(C=O)C (dimethylformamide). The reactants are CC(C(=O)NC1=C2NC=NC2=NC=N1)C (2-methyl-N-(7H-purin-6-yl)propanamide), [H-].[Na+] (sodium hydride), C[Si](CCOCCl)(C)C (2-(trimethylsilyl)ethoxymethyl chloride). As a reaction SMILES: [CH3:1][CH:2]([CH3:15])[C:3]([NH:5][C:6]1[N:14]=[CH:13][N:12]=[C:11]2[C:7]=1[NH:8][CH:9]=[N:10]2)=[O:4].[H-].[Na+].[CH3:18][Si:19]([CH3:26])([CH3:25])[CH2:20][CH2:21][O:22][CH2:23]Cl>CN(C)C=O>[CH3:18][Si:19]([CH3:26])([CH3:25])[CH2:20][CH2:21][O:22][CH2:23][N:8]1[C:7]2[C:11](=[N:12][CH:13]=[N:14][C:6]=2[NH:5][C:3](=[O:4])[CH:2]([CH3:15])[CH3:1])[N:10]=[CH:9]1 |f:1.2|. Conditions: temperature 0 celsius, time 10 minute. Starting materials: CC(=O)OC=O, ClCCl, CCN1CCN(C(=O)NC(C(=O)NC2(N)C(=O)NC2C)c2ccccc2)C(=O)C1=O, c1ccncc1. The product is CCN1CCN(C(=O)NC(C(=O)NC2(NC=O)C(=O)NC2C)c2ccccc2)C(=O)C1=O. RXN SMILES: [C:37]([O:38][CH:40]=[O:41])(=[O:39])[CH3:42].[Cl:43][CH2:44][Cl:45].[NH2:1][C:2]1([NH:8][C:9]([CH:10]([c:11]2[cH:12][cH:13][cH:14][cH:15][cH:16]2)[NH:17][C:18](=[O:19])[N:20]2[C:21](=[O:29])[C:22](=[O:28])[N:23]([CH2:26][CH3:27])[CH2:24][CH2:25]2)=[O:30])[C:3](=[O:7])[NH:4][CH:5]1[CH3:6].[cH:31]1[cH:32][cH:33][n:34][cH:35][cH:36]1>>[NH:1]([C:2]1([NH:8][C:9]([CH:10]([c:11]2[cH:12][cH:13][cH:14][cH:15][cH:16]2)[NH:17][C:18](=[O:19])[N:20]2[C:21](=[O:29])[C:22](=[O:28])[N:23]([CH2:26][CH3:27])[CH2:24][CH2:25]2)=[O:30])[C:3](=[O:7])[NH:4][CH:5]1[CH3:6])[CH:37]=[O:39].